From a dataset of the Open Reaction Database (ORD), a public repository of structured organic reaction records. describe an organic reaction: reactants, conditions, products, and yield Procedure: 5.8 g (34.7 mmol) of 2-hydroxy-4-nitrobenzaldehyde, 1.28 g (3.5 mmol) of tetra-N-butylammonium iodide and 19.2 g (138.8 mmol) of potassium carbonate are mixed, 7.9 g (72.9 mmol) of methyl chloroacetate are added and the mixture is heated at 130° C. for 12 h. 100 ml of THF and, with ice cooling, 11.7 g (208.2 mmol) of potassium hydroxide are added. Following the addition of 100 ml of water, the mixture is stirred at RT for 20 h. Using concentrated hydrochloric acid, the pH is adjusted to 0. The m... Run in O (water), C1CCOC1 (THF). Yields the product [N+](=O)([O-])C1=CC2=C(C=C(O2)C(=O)O)C=C1 (6-Nitro-1-benzofuran-2-carboxylic acid). Starting materials: OC1=C(C=O)C=CC(=C1)[N+](=O)[O-] (2-hydroxy-4-nitrobenzaldehyde), tetra-N-butylammonium iodide, C([O-])([O-])=O.[K+].[K+] (potassium carbonate), ClCC(=O)OC (methyl chloroacetate), [OH-].[K+] (potassium hydroxide), Cl (hydrochloric acid). RXN SMILES: [OH:1][C:2]1[CH:9]=[C:8]([N+:10]([O-:12])=[O:11])[CH:7]=[CH:6][C:3]=1[CH:4]=O.C(=O)([O-])[O-].[K+].[K+].Cl[CH2:20][C:21]([O:23]C)=[O:22].[OH-].[K+].Cl>O.C1COCC1>[N+:10]([C:8]1[CH:7]=[CH:6][C:3]2[CH:4]=[C:20]([C:21]([OH:23])=[O:22])[O:1][C:2]=2[CH:9]=1)([O-:12])=[O:11] |f:1.2.3,5.6|. Conditions: temperature 130 celsius, time 20 hour. The reactants are C1(CC1)COC=1C=C2C=3C=C(C=CC3C3=C(N(C(=N3)C3=C(C#N)C=CC=C3C#N)COCC[Si](C)(C)C)C2=CC1)CC(C)=O (2-(9-(cyclopropylmethoxy)-6-(2-oxopropyl)-1-{[2-(trimethylsilyl)ethoxy]methyl}-1H-phenanthro[9,10-d]imidazol-2-yl)isophthalonitrile), ClC=1C=C2C=3C=C(C=CC3C3=C(N(C(=N3)C3=C(C#N)C=CC=C3C#N)COCC[Si](C)(C)C)C2=CC1)CC(C)=O (2-(9-chloro-6-(2-oxopropyl)-1-{[2-(trimethylsilyl)ethoxy]methyl)-1H-phenanthro[9,10-d]imidazol-2-yl)isophthalonitrile). Yields the product C1(CC1)COC=1C=C2C=3C=C(C=CC3C3=C(N(C(=N3)C3=C(C#N)C=CC=C3C#N)COCC[Si](C)(C)C)C2=CC1)CC(C)(C)O (2-(9-(cyclopropylmethoxy)-6-(2-hydroxy-2-methylpropyl)-1-{[2-(trimethylsilyl)ethoxy]methyl}-1H-phenanthro[9,10-d]imidazol-2-yl)isophthalonitrile). Reaction SMILES: [CH:1]1([CH2:4][O:5][C:6]2[CH:7]=[C:8]3[C:38](=[CH:39][CH:40]=2)[C:16]2[N:17]([CH2:30][O:31][CH2:32][CH2:33][Si:34]([CH3:37])([CH3:36])[CH3:35])[C:18]([C:20]4[C:27]([C:28]#[N:29])=[CH:26][CH:25]=[CH:24][C:21]=4[C:22]#[N:23])=[N:19][C:15]=2[C:14]2[CH:13]=[CH:12][C:11]([CH2:41][C:42](=[O:44])[CH3:43])=[CH:10][C:9]3=2)[CH2:3][CH2:2]1.Cl[C:46]1C=C2C(=CC=1)C1N(COCC[Si](C)(C)C)C(C3C(C#N)=CC=CC=3C#N)=NC=1C1C=CC(CC(=O)C)=CC2=1>>[CH:1]1([CH2:4][O:5][C:6]2[CH:7]=[C:8]3[C:38](=[CH:39][CH:40]=2)[C:16]2[N:17]([CH2:30][O:31][CH2:32][CH2:33][Si:34]([CH3:35])([CH3:37])[CH3:36])[C:18]([C:20]4[C:27]([C:28]#[N:29])=[CH:26][CH:25]=[CH:24][C:21]=4[C:22]#[N:23])=[N:19][C:15]=2[C:14]2[CH:13]=[CH:12][C:11]([CH2:41][C:42]([OH:44])([CH3:46])[CH3:43])=[CH:10][C:9]3=2)[CH2:3][CH2:2]1. Procedure details: This imidazole was prepared as described in Step 3, Example 135, substituting 2-(9-(cyclopropylmethoxy)-6-(2-oxopropyl)-1-{[2-(trimethylsilyl)ethoxy]methyl}-1H-phenanthro[9,10-d]imidazol-2-yl)isophthalonitrile from Step 5 above for of 2-(9-chloro-6-(2-oxopropyl)-1-{[2-(trimethylsilyl)ethoxy]methyl)-1H-phenanthro[9,10-d]imidazol-2-yl)isophthalonitrile. Reactants: CC(C)O (2-propanol), CO (methanol), N12CCCCCC2=NCCC1 (1,8-diazabicyclo[5.4.0]undeca-7-ene), CCCCCC (hexane). RXN SMILES: C[OH:2].N12CCCN=C1CCCCC2.[CH3:14][CH2:15][CH2:16][CH2:17][CH2:18][CH3:19].C[CH:21]([OH:23])[CH3:22]>>[C:16]1([C@H:21]([OH:23])[CH2:22][OH:2])[CH:15]=[CH:14][CH:19]=[CH:18][CH:17]=1. Procedure details: To a 100 mL autoclave with a stirrer, 2-hydroxyacetophenone (340 mg, 2.5 mmol) and RuCl[(S)-xylbinap][(S)-daipen] obtained from the Example 1 above (1.5 mg, 0.00125 mol, 1/2,000 molar fold of 2-hydroxyacetophenone) were added. After purging with nitrogen, methanol (1.25 mL) and 1,8-diazabicyclo[5.4.0]undeca-7-ene (1.9 mg, 0.0125 mmol) were added. Subsequently, purging with hydrogen, the mixture was stirred at 30° C. for 5 hours under hydrogen pressure of 1 MPa. As a result of analysis of the rea... Conditions: temperature 30 celsius, time 5 hour. Product: C1(=CC=CC=C1)[C@@H](CO)O ((S)-1-phenyl-1,2-ethanediol).